Dataset: the Open Reaction Database (ORD), a public repository of structured organic reaction records. Task: describe an organic reaction: reactants, conditions, products, and yield Reactants: C=CCc1ccc2cccnc2c1O, CC(=O)O, Cl, Nc1ncc(CO)c(N)n1. Yields the product C=CCc1cc(Cc2cnc(N)nc2N)c2cccnc2c1O. Reaction SMILES: [CH2:1]([CH:2]=[CH2:3])[c:4]1[cH:5][cH:6][c:7]2[cH:8][cH:9][cH:10][n:11][c:12]2[c:13]1[OH:14].[CH3:26][C:27](=[O:28])[OH:29].[ClH:25].[NH2:15][c:16]1[n:17][cH:18][c:19]([CH2:23][OH:24])[c:20]([NH2:22])[n:21]1>>[CH2:1]([CH:2]=[CH2:3])[c:4]1[cH:5][c:6]([CH2:23][c:19]2[cH:18][n:17][c:16]([NH2:15])[n:21][c:20]2[NH2:22])[c:7]2[cH:8][cH:9][cH:10][n:11][c:12]2[c:13]1[OH:14]. Starting materials: N(=O)[O-].[Na+] (sodium nitrite), Cl (HCl), C([O-])([O-])=O.[K+].[K+] (potassium carbonate), CC1(CSCCN1)C (3,3-Dimethyltetrahydro-1,4-thiazine), ice water. Solvent: O (water). Reaction conditions: time 4 hour. Product: N(=O)N1C(CSCC1)(C)C (4-Nitroso-3,3-dimethyltetrahydro-1,4-thiazine). Reaction SMILES: Cl.[CH3:2][C:3]1([CH3:9])[NH:8][CH2:7][CH2:6][S:5][CH2:4]1.[N:10]([O-])=[O:11].[Na+].C(=O)([O-])[O-].[K+].[K+]>O>[N:10]([N:8]1[CH2:7][CH2:6][S:5][CH2:4][C:3]1([CH3:9])[CH3:2])=[O:11] |f:2.3,4.5.6|. Procedure: 12 ml of 10N HCl are added with cooling to a mixture of 15.7 g of 3,3-dimethyltetrahydro-1,4-thiazine (step c) and 60 ml of ice-water. A solution of 12.4 g of sodium nitrite in 40 ml of water is then added dropwise at 4° to 6° C. The mixture is subsequently stirred at room temperature for 4 hours, rendered alkaline with potassium carbonate and extracted by shaking with ethyl acetate. The organic phase is dried and concentrated in a water jet vacuum. Yield: 17.5 g; M.p.: yellow oil.